This data is from the Open Reaction Database (ORD), a public repository of structured organic reaction records. The task is: describe an organic reaction: reactants, conditions, products, and yield The reactants are BrC=1C(=C2CC[C@@H](N(C2=CC1)C(C)=O)C)OC1=C(C=CC=C1)F (1-[(2S)-6-bromo-5-(2-fluorophenoxy)-2-methyl-1,2,3,4-tetrahydroquinolin-1-yl]ethan-1-one), O1CCOCC1 (1,4-dioxane), C([O-])([O-])=O.[Cs+].[Cs+] (cesium carbonate), CC1(OB(OC1(C)C)C=1C=NN(C1)C1CCN(CC1)C(=O)OC(C)(C)C)C (tert-butyl 4-(4-(4,4,5,5-tetramethyl-1,3,2-dioxaborolan-2-yl)-1H-pyrazol-1-yl)piperidine-1-carboxylate). The reagents and catalysts are C1=CC=C(C=C1)P([C-]2C=CC=C2)C3=CC=CC=C3.C1=CC=C(C=C1)P([C-]2C=CC=C2)C3=CC=CC=C3.Cl[Pd]Cl.[Fe+2] ([1,1′-bis(diphenylphosphino)ferrocene]dichloropalladium(II)). Solvent: O (water). Reaction conditions: temperature 80 celsius, time 12 hour. Product: C(C)(=O)N1[C@H](CCC2=C(C(=CC=C12)C=1C=NN(C1)C1CCN(CC1)C(=O)OC(C)(C)C)OC1=C(C=CC=C1)F)C ((S)-tert-butyl 4-(4-(1-acetyl-5-(2-fluorophenoxy)-2-methyl-1,2,3,4-tetrahydroquinolin-6-yl)-1H-pyrazol-1-yl)piperidine-1-carboxylate). The yield is 85.4%. As a reaction SMILES: Br[C:2]1[C:3]([O:16][C:17]2[CH:22]=[CH:21][CH:20]=[CH:19][C:18]=2[F:23])=[C:4]2[C:9](=[CH:10][CH:11]=1)[N:8]([C:12](=[O:14])[CH3:13])[C@@H:7]([CH3:15])[CH2:6][CH2:5]2.O1CCOCC1.C(=O)([O-])[O-].[Cs+].[Cs+].CC1(C)C(C)(C)OB([C:44]2[CH:45]=[N:46][N:47]([CH:49]3[CH2:54][CH2:53][N:52]([C:55]([O:57][C:58]([CH3:61])([CH3:60])[CH3:59])=[O:56])[CH2:51][CH2:50]3)[CH:48]=2)O1>C1C=CC(P(C2C=CC=CC=2)[C-]2C=CC=C2)=CC=1.C1C=CC(P(C2C=CC=CC=2)[C-]2C=CC=C2)=CC=1.Cl[Pd]Cl.[Fe+2].O>[C:12]([N:8]1[C:9]2[C:4](=[C:3]([O:16][C:17]3[CH:22]=[CH:21][CH:20]=[CH:19][C:18]=3[F:23])[C:2]([C:44]3[CH:45]=[N:46][N:47]([CH:49]4[CH2:50][CH2:51][N:52]([C:55]([O:57][C:58]([CH3:61])([CH3:60])[CH3:59])=[O:56])[CH2:53][CH2:54]4)[CH:48]=3)=[CH:11][CH:10]=2)[CH2:5][CH2:6][C@@H:7]1[CH3:15])(=[O:14])[CH3:13] |f:2.3.4,6.7.8.9|. Reported procedure: A 100-mL round-bottom flask was purged and maintained with an inert atmosphere of nitrogen, and charged with 1-[(2S)-6-bromo-5-(2-fluorophenoxy)-2-methyl-1,2,3,4-tetrahydroquinolin-1-yl]ethan-1-one (300 mg, 0.79 mmol), 1,4-dioxane (18 mL), water (3 mL), [1,1′-bis(diphenylphosphino)ferrocene]dichloropalladium(II) (65 mg, 0.08 mmol), cesium carbonate (776 mg, 2.37 mmol), and tert-butyl 4-(4-(4,4,5,5-tetramethyl-1,3,2-dioxaborolan-2-yl)-1H-pyrazol-1-yl)piperidine-1-carboxylate (378 mg, 1.00 mmol). ... Starting materials: ClC1=C(C(=C(C=C1OC)OC)Cl)C1=NC=C2C(=N1)NN=C2I (6-(2,6-dichloro-3,5-dimethoxyphenyl)-3-iodo-1H-pyrazolo[3,4-d]pyrimidine), C(C)(C)N1C(C2=CC=C(C=C2CC1)B1OC(C(O1)(C)C)(C)C)=O (2-isopropyl-6-(4,4,5,5-tetramethyl-1,3,2-dioxaborolan-2-yl)-3,4-dihydroisoquinolin-1(2H)-one). Yields the product ClC1=C(C(=C(C=C1OC)OC)Cl)C1=NC=C2C(=N1)NN=C2C=2C=C1CCN(C(C1=CC2)=O)C(C)C (6-[6-(2,6-dichloro-3,5-dimethoxyphenyl)-1H-pyrazolo[3,4-d]pyrimidin-3-yl]-2-isopropyl-3,4-dihydroisoquinolin-1(2H)-one). Reaction SMILES: [Cl:1][C:2]1[C:7]([O:8][CH3:9])=[CH:6][C:5]([O:10][CH3:11])=[C:4]([Cl:12])[C:3]=1[C:13]1[N:18]=[C:17]2[NH:19][N:20]=[C:21](I)[C:16]2=[CH:15][N:14]=1.[CH:23]([N:26]1[CH2:35][CH2:34][C:33]2[C:28](=[CH:29][CH:30]=[C:31](B3OC(C)(C)C(C)(C)O3)[CH:32]=2)[C:27]1=[O:45])([CH3:25])[CH3:24]>>[Cl:1][C:2]1[C:7]([O:8][CH3:9])=[CH:6][C:5]([O:10][CH3:11])=[C:4]([Cl:12])[C:3]=1[C:13]1[N:18]=[C:17]2[NH:19][N:20]=[C:21]([C:31]3[CH:32]=[C:33]4[C:28](=[CH:29][CH:30]=3)[C:27](=[O:45])[N:26]([CH:23]([CH3:25])[CH3:24])[CH2:35][CH2:34]4)[C:16]2=[CH:15][N:14]=1. Reported procedure: This compound was prepared by using procedures analogous to those described for the synthesis of Example 8, Step 2 starting from 6-(2,6-dichloro-3,5-dimethoxyphenyl)-3-iodo-1H-pyrazolo[3,4-d]pyrimidine and 2-isopropyl-6-(4,4,5,5-tetramethyl-1,3,2-dioxaborolan-2-yl)-3,4-dihydroisoquinolin-1(2H)-one. LCMS (M+H)+=511.9/514.0. The reactants are [H-].[Na+] (NaH), C(C)(C)(C)OC(=O)N[C@H](CC1=CNC2=CC=CC=C12)C(=O)O (N-(tert-butoxycarbonyl)-D-tryptophan), BrCC1CCC1 ((Bromomethyl)cyclobutane). Run in CN(C=O)C (N,N-dimethylformamide). Run at time 20 minute. The product is C(C)(C)(C)OC(=O)N[C@H](CC1=CN(C2=CC=CC=C12)CC1CCC1)C(=O)O (N-(tert-butoxycarbonyl)-1-cyclobutylmethyl-D-tryptophan). Reaction SMILES: [H-].[Na+].[C:3]([O:7][C:8]([NH:10][C@@H:11]([C:22]([OH:24])=[O:23])[CH2:12][C:13]1[C:21]2[C:16](=[CH:17][CH:18]=[CH:19][CH:20]=2)[NH:15][CH:14]=1)=[O:9])([CH3:6])([CH3:5])[CH3:4].Br[CH2:26][CH:27]1[CH2:30][CH2:29][CH2:28]1>CN(C)C=O>[C:3]([O:7][C:8]([NH:10][C@@H:11]([C:22]([OH:24])=[O:23])[CH2:12][C:13]1[C:21]2[C:16](=[CH:17][CH:18]=[CH:19][CH:20]=2)[N:15]([CH2:26][CH:27]2[CH2:30][CH2:29][CH2:28]2)[CH:14]=1)=[O:9])([CH3:6])([CH3:4])[CH3:5] |f:0.1|. Procedure details: In a 20 mL vial, NaH (60% in mineral oil) (0.092 g, 2.30 mmol) was added to a solution of N-(tert-butoxycarbonyl)-D-tryptophan (0.200 g, 0.657 mmol) in anhydrous N,N-dimethylformamide (4 mL) at 0° C. The reaction mixture was placed in a shaker for 20 min. at 0° C. (Bromomethyl)cyclobutane (0.074 mL, 0.657 mmol) was added to the solution and allowed to react for 10 hours at 0° C. The reaction mixture was quenched with H2O and acidified with 1M NaHSO4 until pH=3. The solution was extracted with CH... As a reaction SMILES: [C:30]([O:31][BH-:32]([O:33][C:34](=[O:35])[CH3:36])[O:37][C:38](=[O:39])[CH3:40])(=[O:41])[CH3:42].[C:44](=[O:45])([OH:46])[O-:47].[CH3:52][OH:53].[Cl:49][CH2:50][Cl:51].[NH2:1][CH:2]1[CH2:3][CH2:4][N:5]([C:8](=[O:9])[O:10][CH2:11][c:12]2[cH:13][cH:14][cH:15][cH:16][cH:17]2)[CH2:6][CH2:7]1.[Na+:43].[Na+:48].[n:18]1[n:19][c:20]([CH:28]=[O:29])[cH:21][c:22]2[c:23]1[O:24][CH2:25][CH2:26][O:27]2>>[NH:1]([CH:2]1[CH2:3][CH2:4][N:5]([C:8](=[O:9])[O:10][CH2:11][c:12]2[cH:13][cH:14][cH:15][cH:16][cH:17]2)[CH2:6][CH2:7]1)[CH2:28][c:20]1[n:19][n:18][c:23]2[c:22]([cH:21]1)[O:27][CH2:26][CH2:25][O:24]2. Starting materials: CC(=O)O[BH-](OC(C)=O)OC(C)=O, O=C([O-])O, CO, ClCCl, NC1CCN(C(=O)OCc2ccccc2)CC1, [Na+], [Na+], O=Cc1cc2c(nn1)OCCO2. The product is O=C(OCc1ccccc1)N1CCC(NCc2cc3c(nn2)OCCO3)CC1. Starting materials: N(=O)[O-].[Na+] (sodium nitrite), NC=1C=CC(=C(C1)C(C)C(C1=CC=C(C(=O)O)C=C1)C(=O)N)N1CCCCC1 (4-[(1-(5-amino-2-piperidino-phenyl)-ethyl)-aminocarbonylmethyl]-benzoic acid), Br (hydrobromic acid), diazonium salt, Br (hydrobromic acid), [OH-].[Na+] (sodium hydroxide). The reagents and catalysts are [Cu]Br (copper-(I) bromide). Solvent: O (water). Reaction conditions: time 1.5 hour. The product is BrC=1C=CC(=C(C1)C(C)C(C1=CC=C(C(=O)O)C=C1)C(=O)N)N1CCCCC1 (4-[(1-(5-Bromo-2-piperidino-phenyl)-1-ethyl)-aminocarbonylmethyl]-benzoic acid). RXN SMILES: N([O-])=O.[Na+].N[C:6]1[CH:7]=[CH:8][C:9]([N:27]2[CH2:32][CH2:31][CH2:30][CH2:29][CH2:28]2)=[C:10]([CH:12]([CH:14]([C:24]([NH2:26])=[O:25])[C:15]2[CH:23]=[CH:22][C:18]([C:19]([OH:21])=[O:20])=[CH:17][CH:16]=2)[CH3:13])[CH:11]=1.[OH-].[Na+].[BrH:35]>O.[Cu]Br>[Br:35][C:6]1[CH:7]=[CH:8][C:9]([N:27]2[CH2:32][CH2:31][CH2:30][CH2:29][CH2:28]2)=[C:10]([CH:12]([CH:14]([C:24]([NH2:26])=[O:25])[C:15]2[CH:23]=[CH:22][C:18]([C:19]([OH:21])=[O:20])=[CH:17][CH:16]=2)[CH3:13])[CH:11]=1 |f:0.1,3.4|. Reported procedure: A solution of 0.072 gm (1.05 m mol) of sodium nitrite in 0.5 ml of water was added dropwise at an internal temperature of 0° to 5° C. to 0.40 gm (1.05 m mol) of 4-[(1-(5-amino-2-piperidino-phenyl)-ethyl)-aminocarbonylmethyl]-benzoic acid in 2 ml of semi-concentrated aqueous hydrobromic acid. The thus obtained diazonium salt solution was then added dropwise to 0.196 gm of copper-(I) bromide in 2 ml of 48% hydrobromic acid, whereby strong formation of gas occurred. The reaction mixture was stirred... The reactants are CCOC(C)=O, C1COCCO1, COc1ccc2ccccc2c1CN, CCCCCC, CC(C)n1ncc(Br)c(Br)c1=O, Cl, [Na+], [Na+], O=C([O-])[O-], O. The product is COc1ccc2ccccc2c1CNc1cnn(C(C)C)c(=O)c1Br. RXN SMILES: [C:41]([O:42][CH2:43][CH3:44])(=[O:45])[CH3:46].[CH2:47]1[O:48][CH2:49][CH2:50][O:51][CH2:52]1.[CH3:14][O:15][c:16]1[c:17]([CH2:26][NH2:27])[c:18]2[cH:19][cH:20][cH:21][cH:22][c:23]2[cH:24][cH:25]1.[CH3:35][CH2:36][CH2:37][CH2:38][CH2:39][CH3:40].[CH:1]([CH3:2])([CH3:3])[n:4]1[n:5][cH:6][c:7]([Br:12])[c:8]([Br:11])[c:9]1=[O:10].[ClH:13].[Na+:28].[Na+:29].[O-:30][C:31](=[O:32])[O-:33].[OH2:34]>>[CH:1]([CH3:2])([CH3:3])[n:4]1[n:5][cH:6][c:7]([NH:27][CH2:26][c:17]2[c:16]([O:15][CH3:14])[cH:25][cH:24][c:23]3[c:18]2[cH:19][cH:20][cH:21][cH:22]3)[c:8]([Br:11])[c:9]1=[O:10]. Reactants: C(C)S(=O)(=O)C=1C=C(C(=NC1)NC=1C=NC(=C(C1)F)OC)C1=NC(=NC(=N1)C)N(CC1=CC=C(C=C1)OC)CC1=CC=C(C=C1)OC (4-(5-(ethylsulfonyl)-2-(5-fluoro-6-methoxypyridin-3-ylamino)pyridin-3-yl)-N,N-bis(4-methoxybenzyl)-6-methyl-1,3,5-triazin-2-amine), FC(S(=O)(=O)O)(F)F (trifluoromethanesulfonic acid), [OH-].[Na+] (NaOH). Solvent: C(=O)(C(F)(F)F)O (TFA). Reaction conditions: temperature 70 celsius. Product: C(C)S(=O)(=O)C=1C=C(C(=NC1)NC=1C=NC(=C(C1)F)OC)C1=NC(=NC(=N1)C)N (4-(5-(ethylsulfonyl)-2-(5-fluoro-6-methoxypyridin-3-ylamino)pyridin-3-yl)-6-methyl-1,3,5-triazin-2-amine). The yield is 69.0%. RXN SMILES: [CH2:1]([S:3]([C:6]1[CH:7]=[C:8]([C:22]2[N:27]=[C:26]([CH3:28])[N:25]=[C:24]([N:29](CC3C=CC(OC)=CC=3)CC3C=CC(OC)=CC=3)[N:23]=2)[C:9]([NH:12][C:13]2[CH:14]=[N:15][C:16]([O:20][CH3:21])=[C:17]([F:19])[CH:18]=2)=[N:10][CH:11]=1)(=[O:5])=[O:4])[CH3:2].FC(F)(F)S(O)(=O)=O.[OH-].[Na+]>C(O)(C(F)(F)F)=O>[CH2:1]([S:3]([C:6]1[CH:7]=[C:8]([C:22]2[N:27]=[C:26]([CH3:28])[N:25]=[C:24]([NH2:29])[N:23]=2)[C:9]([NH:12][C:13]2[CH:14]=[N:15][C:16]([O:20][CH3:21])=[C:17]([F:19])[CH:18]=2)=[N:10][CH:11]=1)(=[O:4])=[O:5])[CH3:2] |f:2.3|. Procedure details: A solution of 4-(5-(ethylsulfonyl)-2-(5-fluoro-6-methoxypyridin-3-ylamino)pyridin-3-yl)-N,N-bis(4-methoxybenzyl)-6-methyl-1,3,5-triazin-2-amine (0.066 g, 0.100 mmol) in trifluoromethanesulfonic acid (0.089 mL, 1.000 mmol) and 1.5 mL TFA was sealed and heated to 70° C. for 30 min, cooled, and treated with ice and 10N NaOH until basic. The reaction was partitioned between water and DCM. The aqueous layer was extracted with DCM 5 times, and the combined organics were dried over anhydrous sodium sul... The reactants are BrCc1ccno1, CO, Nc1ccc(S)cc1, [Na+], [OH-], O. Product: Nc1ccc(SCc2ccno2)cc1. RXN SMILES: [Br:11][CH2:12][c:13]1[cH:14][cH:15][n:16][o:17]1.[CH3:18][OH:19].[NH2:1][c:2]1[cH:3][cH:4][c:5]([SH:8])[cH:6][cH:7]1.[Na+:10].[OH-:9].[OH2:20]>>[NH2:1][c:2]1[cH:3][cH:4][c:5]([S:8][CH2:12][c:13]2[cH:14][cH:15][n:16][o:17]2)[cH:6][cH:7]1. Starting materials: C(#C)C=1C=NN2C1N=C(C=C2C(F)(F)F)C2=CC=C(C=C2)C(F)(F)F (3-ethynyl-7-trifluoromethyl-5-(4-trifluoromethyl-phenyl)-pyrazolo[1,5-a]pyrimidine), N1=CC(=CC=C1)CNS(=O)(=O)C=1SC(=CC1)Br (5-Bromo-thiophene-2-sulfonic acid (pyridin-3-ylmethyl)-amide), C(=O)(C(F)(F)F)O (TFA). The solvent is ClCCl (dichloromethane). The product is N1=CC(=CC=C1)CNS(=O)(=O)C=1SC(=CC1)C#CC=1C=NN2C1N=C(C=C2C(F)(F)F)C2=CC=C(C=C2)C(F)(F)F (5-[7-Trifluoromethyl-5-(4-trifluoromethyl-phenyl)-pyrazolo[1,5-a]pyrimidin-3-ylethynyl]-thiophene-2-sulfonic acid (pyridin-3-ylmethyl)-amide), solid. Yield: 43.0%. As a reaction SMILES: [C:1]([C:3]1[CH:4]=[N:5][N:6]2[C:11]([C:12]([F:15])([F:14])[F:13])=[CH:10][C:9]([C:16]3[CH:21]=[CH:20][C:19]([C:22]([F:25])([F:24])[F:23])=[CH:18][CH:17]=3)=[N:8][C:7]=12)#[CH:2].[N:26]1[CH:31]=[CH:30][CH:29]=[C:28]([CH2:32][NH:33][S:34]([C:37]2[S:38][C:39](Br)=[CH:40][CH:41]=2)(=[O:36])=[O:35])[CH:27]=1.C(O)(C(F)(F)F)=O>ClCCl>[N:26]1[CH:31]=[CH:30][CH:29]=[C:28]([CH2:32][NH:33][S:34]([C:37]2[S:38][C:39]([C:2]#[C:1][C:3]3[CH:4]=[N:5][N:6]4[C:11]([C:12]([F:14])([F:13])[F:15])=[CH:10][C:9]([C:16]5[CH:21]=[CH:20][C:19]([C:22]([F:25])([F:24])[F:23])=[CH:18][CH:17]=5)=[N:8][C:7]=34)=[CH:40][CH:41]=2)(=[O:36])=[O:35])[CH:27]=1. Procedure: The title compound was prepared from 3-ethynyl-7-trifluoromethyl-5-(4-trifluoromethyl-phenyl)-pyrazolo[1,5-a]pyrimidine (example C.1) (178 mg, 0.5 mmol) and 5-bromo-thiophene-2-sulfonic acid (pyridin-3-ylmethyl)-amide (example B.x) (example B.56) (167 mg, 0.5 mmol) according to general procedure II and subsequent cleavage of the protecting group with TFA in dichloromethane at 0° C. Obtained as an orange solid (132 mg, 43%). MS (ISN) 606.2 [(M−H)−]; mp 177° C.